This data is from the Open Reaction Database (ORD), a public repository of structured organic reaction records. The task is: describe an organic reaction: reactants, conditions, products, and yield The reactants are C(C#C)O (propargyl alcohol), C(C#C)O (propargyl alcohol), BrC=1OC(=CC1)Br (2,5-dibromofuran). The reagents and catalysts are C=1C=CC(=CC1)[P](C=2C=CC=CC2)(C=3C=CC=CC3)[Pd]([P](C=4C=CC=CC4)(C=5C=CC=CC5)C=6C=CC=CC6)([P](C=7C=CC=CC7)(C=8C=CC=CC8)C=9C=CC=CC9)[P](C=1C=CC=CC1)(C=1C=CC=CC1)C=1C=CC=CC1 (Pd(Ph3P)4), [Cu]I (CuI). Run in C(CC)N (n-propylamine). Conditions: time 1 hour. The product is OCC#CC1=CC=C(O1)C#CCO (3-[5-(3-Hydroxyprop-1-ynyl)furan-2-yl]prop-2-yn-1-ol). Yield: 95.4%. Reaction SMILES: [CH2:1]([OH:4])[C:2]#[CH:3].Br[C:6]1[O:7][C:8](Br)=[CH:9][CH:10]=1>C(N)CC.C1C=CC([P]([Pd]([P](C2C=CC=CC=2)(C2C=CC=CC=2)C2C=CC=CC=2)([P](C2C=CC=CC=2)(C2C=CC=CC=2)C2C=CC=CC=2)[P](C2C=CC=CC=2)(C2C=CC=CC=2)C2C=CC=CC=2)(C2C=CC=CC=2)C2C=CC=CC=2)=CC=1.[Cu]I>[OH:4][CH2:1][C:2]#[C:3][C:6]1[O:7][C:8]([C:3]#[C:2][CH2:1][OH:4])=[CH:9][CH:10]=1 |^1:19,21,40,59|. Reported procedure: Pd(Ph3P)4 (580 mg, 3%), CuI (140 mg, 2%) and propargyl alcohol (4.65 ml, 67.7 mmol) are added successively to a solution of 2,5-dibromofuran (5.1 g, 22.6 mmol) in n-propylamine (100 ml), and the mixture is stirred at RT for 1 h and then under reflux for 24 h. More propargyl alcohol (2.0 ml, 33 mmol) is then added and the mixture is stirred under reflux for another 8 h. After cooling, the reaction mixture is filtered off with suction through kieselguhr and washed with ethyl acetate (50 ml). The o... Reactants: [Na] (monosodium), OCCNCC(COCCCCCCCCCCCCCC)O (3-(2-hydroxyethylamino)-1-tetradecyloxy-2-propanol), resultant mixture, C(C1CO1)OCCCCCCCCCCCCCC (tetradecyl glycidyl ether), C(O)CN (ethanolamine), O1CCCC1 (tetrahydrofuran), P(O)(O)(O)=O (phosphoric acid), O=P12OP3(=O)OP(=O)(O1)OP(=O)(O2)O3 (P2O5), [OH-].[Na+] (NaOH). Run in O (water). Conditions: time 30 minute. Yields the product P(=O)(OCCNCC(COCCCCCCCCCCCCCC)O)([O-])O.[Na+] (monosodium 2-(2-hydroxy-3-tetradecyloxypropylamino)ethyl phosphate). The yield is 36.2%. Reaction SMILES: [OH:1][CH2:2][CH2:3][NH:4][CH2:5][CH:6]([OH:23])[CH2:7][O:8][CH2:9][CH2:10][CH2:11][CH2:12][CH2:13][CH2:14][CH2:15][CH2:16][CH2:17][CH2:18][CH2:19][CH2:20][CH2:21][CH3:22].C(OCCCCCCCCCCCCCC)C1OC1.C(CN)O.O1CCCC1.[P:52](=O)([OH:55])([OH:54])[OH:53].O=P12OP3(OP(OP(O3)(O1)=O)(=O)O2)=O.[OH-].[Na+:72].[Na]>O>[P:52]([OH:55])([O-:54])([O:1][CH2:2][CH2:3][NH:4][CH2:5][CH:6]([OH:23])[CH2:7][O:8][CH2:9][CH2:10][CH2:11][CH2:12][CH2:13][CH2:14][CH2:15][CH2:16][CH2:17][CH2:18][CH2:19][CH2:20][CH2:21][CH3:22])=[O:53].[Na+:72] |f:6.7,10.11,^1:72|. Reported procedure: A 300-ml flask equipped with a stirrer was charged with 5.13 g (14.8 mmol) of 3-(2-hydroxyethylamino)-1-tetradecyloxy-2-propanol prepared from tetradecyl glycidyl ether and ethanolamine in the same manner as in Preparation Example 14, and 70 mol of tetrahydrofuran, 1.95 g (16.9 mmol) of 85% phosphoric acid and 3.54 g (30.7 mmol) of P2O5 were added thereto. The resultant mixture was stirred at 65° C. for 10 hours. After cooling the mixture to room temperature, 0.56 g of water was added to the mix... The reactants are CC1=CC=C(C=C1)S(=O)(=O)OC[C@@H]1OC2=C(C(=CC=C2CC1)F)C1=C(C=C(C=C1)Cl)C (((2R)-8-(4-chloro-2-methylphenyl)-7-fluorochroman-2-yl)methyl 4-methylbenzenesulfonate), [N-]=[N+]=[N-].[Na+] (sodium azide). Isolated yield 83.0%. Procedure: Treatment of ((2R)-8-(4-chloro-2-methylphenyl)-7-fluorochroman-2-yl)methyl 4-methylbenzenesulfonate (0.5 g, 1.09 mmol) with sodium azide (0.43 g, 6.54 mmol) in DMSO (15 mL) according to the procedure described for Example 69, Step 9 provided 0.30 g (83%) of (2R)-2-(azidomethyl)-8-(4-chloro-2-methylphenyl)-7-fluorochroman as a colorless oil. Yields the product N(=[N+]=[N-])C[C@@H]1OC2=C(C(=CC=C2CC1)F)C1=C(C=C(C=C1)Cl)C ((2R)-2-(azidomethyl)-8-(4-chloro-2-methylphenyl)-7-fluorochroman). RXN SMILES: CC1C=CC(S(O[CH2:12][C@H:13]2[CH2:22][CH2:21][C:20]3[C:15](=[C:16]([C:24]4[CH:29]=[CH:28][C:27]([Cl:30])=[CH:26][C:25]=4[CH3:31])[C:17]([F:23])=[CH:18][CH:19]=3)[O:14]2)(=O)=O)=CC=1.[N-:32]=[N+:33]=[N-:34].[Na+]>CS(C)=O>[N:32]([CH2:12][C@H:13]1[CH2:22][CH2:21][C:20]2[C:15](=[C:16]([C:24]3[CH:29]=[CH:28][C:27]([Cl:30])=[CH:26][C:25]=3[CH3:31])[C:17]([F:23])=[CH:18][CH:19]=2)[O:14]1)=[N+:33]=[N-:34] |f:1.2|. Run in CS(=O)C (DMSO). Starting materials: BrC1=CC=C2C=CC3=C(C=CC4=CC=C1C2=C34)C3=CC=CC4=CC=CC=C34 (1-bromo-6-(naphthalen-1-yl)pyrene), CC1(C=C(C=C2C=C3C(C=C4C5=CC=CC=C5C5=CC=CC=C5C4=C3)=C12)B1OC(C(O1)(C)C)(C)C)C (2-(10,10-dimethyl-10H-indeno[1,2-b]triphenylen-12-yl)-4,4,5,5-tetramethyl-1,3,2-dioxaborolane), C(=O)([O-])[O-].[Na+].[Na+] (Na2CO3), CCO (EtOH). Reagents/catalysts: C=1C=CC(=CC1)[P](C=2C=CC=CC2)(C=3C=CC=CC3)[Pd]([P](C=4C=CC=CC4)(C=5C=CC=CC5)C=6C=CC=CC6)([P](C=7C=CC=CC7)(C=8C=CC=CC8)C=9C=CC=CC9)[P](C=1C=CC=CC1)(C=1C=CC=CC1)C=1C=CC=CC1 (Tetrakis(triphenylphosphine)Palladium). Solvent: C1(=CC=CC=C1)C (toluene). Run at temperature 90 celsius. Product: CC1(C=C(C=C2C=C3C(C=C4C5=CC=CC=C5C5=CC=CC=C5C4=C3)=C12)C1=CC=C2C=CC3=C(C=CC4=CC=C1C2=C34)C3=CC=CC4=CC=CC=C34)C (10,10-dimethyl-12-(6-(naphthalen-1-yl)pyren-1-yl)-10H-indeno[1,2-b]triphenylene). The yield is 46.8%. As a reaction SMILES: Br[C:2]1[C:15]2[C:16]3=[C:17]4[C:12](=[CH:13][CH:14]=2)[CH:11]=[CH:10][C:9]([C:18]2[C:27]5[C:22](=[CH:23][CH:24]=[CH:25][CH:26]=5)[CH:21]=[CH:20][CH:19]=2)=[C:8]4[CH:7]=[CH:6][C:5]3=[CH:4][CH:3]=1.[CH3:28][C:29]1([CH3:63])[C:53]2[C:33]([CH:34]=[C:35]3[CH:52]=[C:51]4[C:38]([C:39]5[C:44]([C:45]6[C:50]4=[CH:49][CH:48]=[CH:47][CH:46]=6)=[CH:43][CH:42]=[CH:41][CH:40]=5)=[CH:37][C:36]3=2)=[CH:32][C:31](B2OC(C)(C)C(C)(C)O2)=[CH:30]1.C([O-])([O-])=O.[Na+].[Na+].CCO>C1C=CC([P]([Pd]([P](C2C=CC=CC=2)(C2C=CC=CC=2)C2C=CC=CC=2)([P](C2C=CC=CC=2)(C2C=CC=CC=2)C2C=CC=CC=2)[P](C2C=CC=CC=2)(C2C=CC=CC=2)C2C=CC=CC=2)(C2C=CC=CC=2)C2C=CC=CC=2)=CC=1.C1(C)C=CC=CC=1>[CH3:63][C:29]1([CH3:28])[C:53]2[C:33]([CH:34]=[C:35]3[CH:52]=[C:51]4[C:38]([C:39]5[C:44]([C:45]6[C:50]4=[CH:49][CH:48]=[CH:47][CH:46]=6)=[CH:43][CH:42]=[CH:41][CH:40]=5)=[CH:37][C:36]3=2)=[CH:32][C:31]([C:2]2[C:15]3[C:16]4=[C:17]5[C:12](=[CH:13][CH:14]=3)[CH:11]=[CH:10][C:9]([C:18]3[C:27]6[C:22](=[CH:23][CH:24]=[CH:25][CH:26]=6)[CH:21]=[CH:20][CH:19]=3)=[C:8]5[CH:7]=[CH:6][C:5]4=[CH:4][CH:3]=2)=[CH:30]1 |f:2.3.4,^1:76,78,97,116|. Reported procedure: A mixture of 7 g (17.2 mmol) of 1-bromo-6-(naphthalen-1-yl)pyrene, 8.1 g (17.2 mmol) of 2-(10,10-dimethyl-10H-indeno[1,2-b]triphenylen-12-yl)-4,4,5,5-tetramethyl-1,3,2-dioxaborolane, 0.2 g (0.172 mmol) of Tetrakis(triphenylphosphine)Palladium, 13 ml of 2M Na2CO3, 30 ml of EtOH and 100 ml toluene was degassed and placed under nitrogen, and then heated at 90° C. for 24 h. After the reaction finish, the mixture was allowed to cool to room temperature. Than 500 ml MeOH was added, while stirring and ... Reactants: CCCOc1ccc(S(=O)(=O)N2CCC(N(C)C)C2)cc1-c1nc(=O)c2c(NCc3ccc(OC)c(Cl)c3)nc3nn(Cc4ccc(OC)cc4)cc3c2[nH]1, O=C(O)C(F)(F)F. The product is CCCOc1ccc(S(=O)(=O)N2CCC(N(C)C)C2)cc1-c1nc(=O)c2c(NCc3ccc(OC)c(Cl)c3)nc3n[nH]cc3c2[nH]1. RXN SMILES: [CH3:1][N:2]([CH:3]1[CH2:4][N:5]([S:8](=[O:9])(=[O:10])[c:11]2[cH:12][c:13](-[c:21]3[n:22][c:23](=[O:54])[c:24]4[c:25]([nH:26]3)[c:27]3[c:28]([n:29][c:30]4[NH:31][CH2:32][c:33]4[cH:34][c:35]([Cl:41])[c:36]([O:39][CH3:40])[cH:37][cH:38]4)[n:42][n:43]([CH2:45][c:46]4[cH:47][cH:48][c:49]([O:50][CH3:51])[cH:52][cH:53]4)[cH:44]3)[c:14]([O:17][CH2:18][CH2:19][CH3:20])[cH:15][cH:16]2)[CH2:6][CH2:7]1)[CH3:55].[F:56][C:57]([F:58])([F:59])[C:60]([OH:61])=[O:62]>>[CH3:1][N:2]([CH:3]1[CH2:4][N:5]([S:8](=[O:9])(=[O:10])[c:11]2[cH:12][c:13](-[c:21]3[n:22][c:23](=[O:54])[c:24]4[c:25]([nH:26]3)[c:27]3[c:28]([n:29][c:30]4[NH:31][CH2:32][c:33]4[cH:34][c:35]([Cl:41])[c:36]([O:39][CH3:40])[cH:37][cH:38]4)[n:42][nH:43][cH:44]3)[c:14]([O:17][CH2:18][CH2:19][CH3:20])[cH:15][cH:16]2)[CH2:6][CH2:7]1)[CH3:55]. Reactants: O (water), C1(=CCCCC1)C=1OC2=C(C(C1)=O)C=CC=C2CC(=O)O ([2-(1-Cyclohexenyl)-4-oxo-4H-[1]-benzopyran-8-yl]acetic acid), CC(CO)(C)C (2,2-dimethyl-propanol), C1=CN(C=N1)C(=O)N2C=CN=C2 (carbodiimidazole). Solvent: CN(C=O)C (dimethylformamide). Reaction conditions: time 2 hour. Yields the product C1(=CCCCC1)C=1OC2=C(C(C1)=O)C=CC=C2CC(=O)OCC(C)(C)C (2,2-Dimethylpropyl [2-(1-cyclohexenyl)-4-oxo-4H-[1]-benzopyran-8-yl)acetate). The yield is 23.0%. As a reaction SMILES: [C:1]1([C:7]2[O:8][C:9]3[C:17]([CH2:18][C:19]([OH:21])=[O:20])=[CH:16][CH:15]=[CH:14][C:10]=3[C:11](=[O:13])[CH:12]=2)[CH2:6][CH2:5][CH2:4][CH2:3][CH:2]=1.C1N=CN(C(N2C=NC=C2)=O)C=1.[CH3:34][C:35]([CH3:39])([CH3:38])[CH2:36]O.O>CN(C)C=O>[C:1]1([C:7]2[O:8][C:9]3[C:17]([CH2:18][C:19]([O:21][CH2:34][C:35]([CH3:39])([CH3:38])[CH3:36])=[O:20])=[CH:16][CH:15]=[CH:14][C:10]=3[C:11](=[O:13])[CH:12]=2)[CH2:6][CH2:5][CH2:4][CH2:3][CH:2]=1. Procedure details: [2-(1-Cyclohexenyl)-4-oxo-4H-[1]-benzopyran-8-yl]acetic acid (2.84 g) was dissolved in dimethylformamide (30 ml) and carbodiimidazole (1.78 g) was added to the solution. After stirring at room temperature for 2 hours, 2,2-dimethyl-propanol (0.88 g) was added. After stirring at 60° C. for 4 hours, water was added and the mixture was extracted with ethyl acetate. The extracted layer was washed with water, dried and concentrated. The residue was purified by silica gel column chromatography to obtai... Reactants: solid, Cl.Cl.Cl.O1CCC=2C1=C(N=CC2)N2CCN(CC2)CC[C@@H]2CC[C@H](CC2)N (trans-4-{2-[4-(2,3-dihydro-furo[2,3-c]pyridin-7-yl)-piperazin-1-yl]-ethyl}-cyclohexylamine trihydrochloride), Cl.Cl.Cl.O1CCC=2C1=C(N=CC2)N2CCN(CC2)CC[C@@H]2CC[C@H](CC2)N (trans-4-{2-[4-(2,3-dihydro-furo[2,3-c]pyridin-7-yl)-piperazin-1-yl]-ethyl}-cyclohexylamine trihydrochloride), N1(CCOCC1)C1=NC=C(C(=O)O)C=C1 (6-morpholin-4-yl-nicotinic acid). The product is O1CCC=2C1=C(N=CC2)N2CCN(CC2)CC[C@@H]2CC[C@H](CC2)NC(C2=CN=C(C=C2)N2CCOCC2)=O (trans-N-(4-{2-[4-(2,3-Dihydro-furo[2,3-c]pyridin-7-yl)-piperazin-1-yl]-ethyl}-cyclohexyl)-6-morpholin-4-yl-nicotinamide). RXN SMILES: Cl.Cl.Cl.[O:4]1[C:8]2=[C:9]([N:13]3[CH2:18][CH2:17][N:16]([CH2:19][CH2:20][C@H:21]4[CH2:26][CH2:25][C@H:24]([NH2:27])[CH2:23][CH2:22]4)[CH2:15][CH2:14]3)[N:10]=[CH:11][CH:12]=[C:7]2[CH2:6][CH2:5]1.[N:28]1([C:34]2[CH:42]=[CH:41][C:37]([C:38](O)=[O:39])=[CH:36][N:35]=2)[CH2:33][CH2:32][O:31][CH2:30][CH2:29]1>>[O:4]1[C:8]2=[C:9]([N:13]3[CH2:18][CH2:17][N:16]([CH2:19][CH2:20][C@H:21]4[CH2:26][CH2:25][C@H:24]([NH:27][C:38](=[O:39])[C:37]5[CH:41]=[CH:42][C:34]([N:28]6[CH2:29][CH2:30][O:31][CH2:32][CH2:33]6)=[N:35][CH:36]=5)[CH2:23][CH2:22]4)[CH2:15][CH2:14]3)[N:10]=[CH:11][CH:12]=[C:7]2[CH2:6][CH2:5]1 |f:0.1.2.3|. Reported procedure: The title compound, white solid (122 mg, 94%), MS (ISP) m/z=521.5 [(M+H)+], mp 231° C., was prepared in accordance with the general method of example 6 from trans-4-{2-[4-(2,3-dihydro-furo[2,3-c]pyridin-7-yl)-piperazin-1-yl]-ethyl}-cyclohexylamine trihydrochloride (intermediate B) (110 mg, 0.25 mmol) and 6-morpholin-4-yl-nicotinic acid. Reactants: OC=1C=NC=C(C(=O)O)C1 (5-hydroxynicotinic acid), S(=O)(Cl)Cl (sulfurous dichloride), C(=O)(O)[O-].[Na+] (NaHCO3). Solvent: CO (MeOH). Reaction conditions: time 8 hour. The product is OC=1C=NC=C(C(=O)OC)C1 (methyl 5-hydroxynicotinate). Reaction SMILES: [OH:1][C:2]1[CH:3]=[N:4][CH:5]=[C:6]([CH:10]=1)[C:7]([OH:9])=[O:8].S(Cl)(Cl)=O.[C:15]([O-])(O)=O.[Na+]>CO>[OH:1][C:2]1[CH:3]=[N:4][CH:5]=[C:6]([CH:10]=1)[C:7]([O:9][CH3:15])=[O:8] |f:2.3|. Procedure: To a stirred solution of 5-hydroxynicotinic acid (10 g, 71.9 mmol) in MeOH (100 mL) was added sulfurous dichloride (1 mL) drop wise over 5 min. The resulting mixture was stirred at room temperature overnight. The resulted solution was added 100 mL of NaHCO3. The precipitate was filtrated and washed with MeOH for several cycles to give 8.5 g of A031-2 (75% yields), which was used for the nest step without further purification. Starting materials: C(C=C)(=O)O (acrylic acid), C(CCCC)NCCCCC (di-n-pentylamine). Yields the product C(CCCC)N(CCC(=O)O)CCCCC (N,N-di-n-pentyl-β-alanine). Yield: 95.0%. Reaction SMILES: [C:1]([OH:5])(=[O:4])[CH:2]=[CH2:3].[CH2:6]([NH:11][CH2:12][CH2:13][CH2:14][CH2:15][CH3:16])[CH2:7][CH2:8][CH2:9][CH3:10]>>[CH2:12]([N:11]([CH2:6][CH2:7][CH2:8][CH2:9][CH3:10])[CH2:3][CH2:2][C:1]([OH:5])=[O:4])[CH2:13][CH2:14][CH2:15][CH3:16]. Procedure details: After completion of the reaction, acrylic acid and di-n-pentylamine were assayed by gas chromatography. As a result, formation of 69.2 g (yield 95%) of N,N-di-n-pentyl-β-alanine was confirmed, with the rates of conversion of acrylic acid and di-n-pentylamine being 95% and 95%, respectively.